Task: describe an organic reaction: reactants, conditions, products, and yield. Dataset: the Open Reaction Database (ORD), a public repository of structured organic reaction records The reactants are N(=O)[O-].[Na+] (sodium nitrite), Br (HBr), Br (HBr), FC(C1=C(N)C=C(C=C1)C(F)(F)F)(F)F (2,5-bis-trifluoromethylaniline), Br (HBr). Reagents/catalysts: [Cu] (copper). Run in O (water), O (water). Yields the product FC(C1=C(C=C(C=C1)C(F)(F)F)Br)(F)F (2,5-Bis-trifluoromethylbromobenzene). RXN SMILES: [BrH:1].[F:2][C:3]([F:16])([F:15])[C:4]1[CH:10]=[CH:9][C:8]([C:11]([F:14])([F:13])[F:12])=[CH:7][C:5]=1N.N([O-])=O.[Na+]>O.[Cu]>[F:2][C:3]([F:16])([F:15])[C:4]1[CH:10]=[CH:9][C:8]([C:11]([F:14])([F:13])[F:12])=[CH:7][C:5]=1[Br:1] |f:2.3|. Reported procedure: A suspension of the HBr salt of 2,5-bis-trifluoromethylaniline (1.0 gm, 4.4 mmol) was prepared by addition of 48% HBr (3 gm, 17.5 mmol) and 5 mL of water. This was cooled in an ice bath while a solution of sodium nitrite (335 mg, 4.8 mmol) in 1 mL of water was added dropwise. The reaction was stirred a farther 0.5 hr at which time copper powder (1 gm) and another 3 gm portion of 48% HBr were added. The reaction was heated to reflux and after 10 min the distillate was collected until no organic m...